From a dataset of the Open Reaction Database (ORD), a public repository of structured organic reaction records. describe an organic reaction: reactants, conditions, products, and yield The reactants are C(C)(C)(C)OC(=O)N[C@H]1[C@H]([C@@H]2CC[C@H]1O2)C(=O)O ((1S,2R,3S,4R)-3-(tert-butoxycarbonylamino)-7-oxabicyclo[2.2.1]heptane-2-carboxylic acid), NH4CO3, N1=CC=CC=C1 (pyridine), O(C(=O)OC(C)(C)C)C(=O)OC(C)(C)C (BOC2O). Solvent: O1CCOCC1 (dioxane). Reaction conditions: time 15 hour. The product is C(N)(=O)[C@@H]1[C@@H]([C@H]2CC[C@@H]1O2)NC(OC(C)(C)C)=O (tert-Butyl(1R,2S,3R,4S)-3-carbamoyl-7-oxabicyclo[2.2.1]heptan-2-ylcarbamate). Yield: 95.0%. RXN SMILES: [C:1]([O:5][C:6]([NH:8][C@@H:9]1[C@@H:14]2[O:15][C@@H:11]([CH2:12][CH2:13]2)[C@@H:10]1[C:16]([OH:18])=O)=[O:7])([CH3:4])([CH3:3])[CH3:2].[N:19]1C=CC=CC=1.O(C(OC(C)(C)C)=O)C(OC(C)(C)C)=O>O1CCOCC1>[C:16]([C@H:10]1[C@H:11]2[O:15][C@H:14]([CH2:13][CH2:12]2)[C@H:9]1[NH:8][C:6](=[O:7])[O:5][C:1]([CH3:4])([CH3:3])[CH3:2])(=[O:18])[NH2:19]. Procedure: (1S,2R,3S,4R)-3-(tert-butoxycarbonylamino)-7-oxabicyclo[2.2.1]heptane-2-carboxylic acid (13) (44 mg, 0.17 mmol) was taken in dioxane when pyridine (1.7 eq) was added followed by addition of BOC2O. The reaction mixture was stirred at rt for 40 min when NH4CO3 (38 mg, 0.49 mmol) was added and the reaction mixture was stirred at rt for 15 h when TLC confirmed formation of product. The reaction mixture was concentrated and purified by column chromatography using silica gel (100-200 mesh) to afford t...